Task: describe an organic reaction: reactants, conditions, products, and yield. Dataset: the Open Reaction Database (ORD), a public repository of structured organic reaction records Starting materials: CC(C)(C)OC(=O)N1CCC(Oc2ccc(N)cc2)CC1, CC(=O)O[BH-](OC(C)=O)OC(C)=O, CC(=O)O, N#Cc1ccc2ccc(C=O)cc2c1, ClCCl, [Na+]. Product: CC(C)(C)OC(=O)N1CCC(Oc2ccc(NCc3ccc4ccc(C#N)cc4c3)cc2)CC1. Reaction SMILES: [C:15]([CH3:16])([CH3:17])([CH3:18])[O:19][C:20](=[O:21])[N:22]1[CH2:23][CH2:24][CH:25]([O:28][c:29]2[cH:30][cH:31][c:32]([NH2:33])[cH:34][cH:35]2)[CH2:26][CH2:27]1.[C:36]([O:37][BH-:38]([O:39][C:40](=[O:41])[CH3:42])[O:43][C:44](=[O:45])[CH3:46])(=[O:47])[CH3:48].[CH3:53][C:54](=[O:55])[OH:56].[CH:1](=[O:2])[c:3]1[cH:4][cH:5][c:6]2[cH:7][cH:8][c:9]([C:13]#[N:14])[cH:10][c:11]2[cH:12]1.[Cl:50][CH2:51][Cl:52].[Na+:49]>>[CH2:1]([c:3]1[cH:4][cH:5][c:6]2[cH:7][cH:8][c:9]([C:13]#[N:14])[cH:10][c:11]2[cH:12]1)[NH:33][c:32]1[cH:31][cH:30][c:29]([O:28][CH:25]2[CH2:24][CH2:23][N:22]([C:20]([O:19][C:15]([CH3:16])([CH3:17])[CH3:18])=[O:21])[CH2:27][CH2:26]2)[cH:35][cH:34]1. Solvent: CCO (EtOH). Conditions: time 2 hour. Product: BrC1=C(C=NO)C(=CC=C1O)O (2-bromo-3,6-dihydroxy-benzaldehyde oxime). As a reaction SMILES: [Br:1][C:2]1[C:9]([OH:10])=[CH:8][CH:7]=[C:6]([OH:11])[C:3]=1[CH:4]=O.Cl.[NH2:13][OH:14].[OH-].[Na+]>CCO>[Br:1][C:2]1[C:9]([OH:10])=[CH:8][CH:7]=[C:6]([OH:11])[C:3]=1[CH:4]=[N:13][OH:14] |f:1.2,3.4|. Reported procedure: To a mixture of 2-bromo-3,6-dihydroxy-benzaldehyde (12A) (50 g, 0.23 mol) and hydroxylamine hydrochloride (19.2 g, 0.28 mol) was added 95% EtOH (500 mL), followed by NaOH (13.8 g, 0.345 mol). The reaction mixture was stirred at room temperature for 2 hours, then extracted with ethyl acetate and concentrated to give 2-bromo-3,6-dihydroxy-benzaldehyde oxime (12B) (45 g, 84.1% yield) as a solid. The yield is 84.3%. Starting materials: BrC1=C(C=O)C(=CC=C1O)O (2-bromo-3,6-dihydroxy-benzaldehyde), Cl.NO (hydroxylamine hydrochloride), [OH-].[Na+] (NaOH). The reactants are O=C(O)c1ccncc1F, CN(C)C=O, O=S(Cl)Cl. Yields the product O=C(Cl)c1ccncc1F. As a reaction SMILES: [F:1][c:2]1[c:3]([C:4](=[O:5])[OH:6])[cH:7][cH:8][n:9][cH:10]1.[O:15]=[CH:16][N:17]([CH3:18])[CH3:19].[S:11]([Cl:12])([Cl:13])=[O:14]>>[F:1][c:2]1[c:3]([C:4](=[O:5])[Cl:13])[cH:7][cH:8][n:9][cH:10]1. The reactants are C1CCOC1, C[Mg]Cl, CC(=O)COc1ccc2c(c1)C1(COC(N)=N1)c1cc(-c3cncnc3)ccc1O2. Yields the product CC(C)(O)COc1ccc2c(c1)C1(COC(N)=N1)c1cc(-c3cncnc3)ccc1O2. As a reaction SMILES: [CH2:31]1[O:32][CH2:33][CH2:34][CH2:35]1.[CH3:36][Mg:37][Cl:38].[NH2:1][C:2]1=[N:6][C:5]2([CH2:4][O:3]1)[c:7]1[cH:8][c:9]([O:26][CH2:27][C:28]([CH3:29])=[O:30])[cH:10][cH:11][c:12]1[O:13][c:14]1[cH:15][cH:16][c:17](-[c:20]3[cH:21][n:22][cH:23][n:24][cH:25]3)[cH:18][c:19]12>>[NH2:1][C:2]1=[N:6][C:5]2([CH2:4][O:3]1)[c:7]1[cH:8][c:9]([O:26][CH2:27][C:28]([CH3:29])([OH:30])[CH3:31])[cH:10][cH:11][c:12]1[O:13][c:14]1[cH:15][cH:16][c:17](-[c:20]3[cH:21][n:22][cH:23][n:24][cH:25]3)[cH:18][c:19]12.